Dataset: the Open Reaction Database (ORD), a public repository of structured organic reaction records. Task: describe an organic reaction: reactants, conditions, products, and yield Starting materials: C1(=CC=CC=C1)P(C1=CC=CC=C1)C1=CC=CC=C1 (triphenyl phosphine), BrC1=CC=C(C=C1)N1C(=NC2=CC=CC=C2C1=O)C(C)N(S(=O)(=O)C1=CC=C(C=C1)C(C)(C)C)C (N-{1-[3-(4-bromophenyl)-4-oxo-3,4-dihydroquinazolin-2-yl]ethyl}-4-tert-butyl-N-methylbenzenesulfonamide), C(Cl)(Cl)Cl (CHCl3), C(=O)([O-])[O-].[K+].[K+] (K2CO3), C1(=CC=CC=C1)B(O)O (phenyl boronic acid). Reagents/catalysts: C=1C=CC(=CC1)/C=C/C(=O)/C=C/C2=CC=CC=C2.C=1C=CC(=CC1)/C=C/C(=O)/C=C/C2=CC=CC=C2.C=1C=CC(=CC1)/C=C/C(=O)/C=C/C2=CC=CC=C2.[Pd].[Pd] (Pd2 dba3). Reaction conditions: temperature 70 celsius. Product: C1(=CC=C(C=C1)N1C(=NC2=CC=CC=C2C1=O)C(C)N(S(=O)(=O)C1=CC=C(C=C1)C(C)(C)C)C)C1=CC=CC=C1 (N-[1-(3-biphenyl-4-yl-4-oxo-3,4-dihydroquinazolin-2-yl)ethyl]-4-tert-butyl-N-methylbenzenesulfonamide). Yield: 70.6%. As a reaction SMILES: Br[C:2]1[CH:7]=[CH:6][C:5]([N:8]2[C:17](=[O:18])[C:16]3[C:11](=[CH:12][CH:13]=[CH:14][CH:15]=3)[N:10]=[C:9]2[CH:19]([N:21]([CH3:35])[S:22]([C:25]2[CH:30]=[CH:29][C:28]([C:31]([CH3:34])([CH3:33])[CH3:32])=[CH:27][CH:26]=2)(=[O:24])=[O:23])[CH3:20])=[CH:4][CH:3]=1.C([O-])([O-])=O.[K+].[K+].[C:42]1(B(O)O)[CH:47]=[CH:46][CH:45]=[CH:44][CH:43]=1.C1(P(C2C=CC=CC=2)C2C=CC=CC=2)C=CC=CC=1.C(Cl)(Cl)Cl>C1C=CC(/C=C/C(/C=C/C2C=CC=CC=2)=O)=CC=1.C1C=CC(/C=C/C(/C=C/C2C=CC=CC=2)=O)=CC=1.C1C=CC(/C=C/C(/C=C/C2C=CC=CC=2)=O)=CC=1.[Pd].[Pd]>[C:2]1([C:42]2[CH:47]=[CH:46][CH:45]=[CH:44][CH:43]=2)[CH:7]=[CH:6][C:5]([N:8]2[C:17](=[O:18])[C:16]3[C:11](=[CH:12][CH:13]=[CH:14][CH:15]=3)[N:10]=[C:9]2[CH:19]([N:21]([CH3:35])[S:22]([C:25]2[CH:30]=[CH:29][C:28]([C:31]([CH3:34])([CH3:33])[CH3:32])=[CH:27][CH:26]=2)(=[O:24])=[O:23])[CH3:20])=[CH:4][CH:3]=1 |f:1.2.3,7.8.9.10.11|. Procedure: An oven-dried flask charged with N-{1-[3-(4-bromophenyl)-4-oxo-3,4-dihydroquinazolin-2-yl]ethyl}-4-tert-butyl-N-methylbenzenesulfonamide (103 mg, 0.19 mmol) was diluted with 2 mL of a nitrogen-purged solution of DME/H2O (1:1). The resulting reaction mixture was then treated with K2CO3 (78.8 mg, 0.57 mmol) and phenyl boronic acid (46.3 mg, 0.38 mmol) at room temperature under a nitrogen atmosphere. In a separate oven dried vial containing triphenyl phosphine (43.9 mg, 0.17 mmol) and Pd2 dba3:CHCl...